Dataset: the Open Reaction Database (ORD), a public repository of structured organic reaction records. Task: describe an organic reaction: reactants, conditions, products, and yield Conditions: time 2 hour. Isolated yield 82.8%. The solvent is CO (methanol), CN(C=O)C (N,N-dimethylformamide). Procedure: Under nitrogen, 4-methyl-1-tetrahydro-2H-pyran-2-yl-1H-indazol-5-ol (200 mg, 0.861 mmol) was dissolved in N,N-dimethylformamide (5 ml), followed by adding thereto 4-fluoronitrobenzene (100 μl, 0.947 mmol) and potassium carbonate (179 mg, 1.29 mmol), and the resulting mixture was stirred at 50° C. for 1 hour. After the reaction solution was cooled to room temperature, a 1N-aqueous hydrochloric acid solution (6 ml) and methanol (3 ml) were added thereto and the resulting mixture was stirred at roo... Yields the product CC1=C2C=NNC2=CC=C1OC1=CC=C(C=C1)[N+](=O)[O-] (4-methyl-5-(4-nitrophenoxy)-1H-indazole). Starting materials: Cl (hydrochloric acid), CC1=C2C=NN(C2=CC=C1O)C1OCCCC1 (4-methyl-1-tetrahydro-2H-pyran-2-yl-1H-indazol-5-ol), FC1=CC=C(C=C1)[N+](=O)[O-] (4-fluoronitrobenzene), C([O-])([O-])=O.[K+].[K+] (potassium carbonate), C(O)([O-])=O.[Na+] (sodium hydrogencarbonate). Reaction SMILES: [CH3:1][C:2]1[C:10]([OH:11])=[CH:9][CH:8]=[C:7]2[C:3]=1[CH:4]=[N:5][N:6]2C1CCCCO1.F[C:19]1[CH:24]=[CH:23][C:22]([N+:25]([O-:27])=[O:26])=[CH:21][CH:20]=1.C(=O)([O-])[O-].[K+].[K+].Cl.C(=O)([O-])O.[Na+]>CN(C)C=O.CO>[CH3:1][C:2]1[C:10]([O:11][C:19]2[CH:24]=[CH:23][C:22]([N+:25]([O-:27])=[O:26])=[CH:21][CH:20]=2)=[CH:9][CH:8]=[C:7]2[C:3]=1[CH:4]=[N:5][NH:6]2 |f:2.3.4,6.7|. Reactants: CN(C)C=O, Cc1ccccc1, O=C(Cl)Cl, O=c1[nH]cc(Cl)cc1Cl, N, O. The product is Clc1cnc(Cl)c(Cl)c1. Reaction SMILES: [CH3:10][N:11]([CH3:12])[CH:13]=[O:14].[CH3:20][c:21]1[cH:22][cH:23][cH:24][cH:25][cH:26]1.[Cl:15][C:16](=[O:17])[Cl:18].[Cl:1][c:2]1[c:3](=[O:9])[nH:4][cH:5][c:6]([Cl:8])[cH:7]1.[NH3:19].[OH2:27]>>[Cl:1][c:2]1[c:3]([Cl:15])[n:4][cH:5][c:6]([Cl:8])[cH:7]1. Starting materials: BrCC1=C(C=C(C(=O)N(C(C)C)C2CCCCC2)C=C1)OC (4-Bromomethyl-3-methoxy-N-cyclohexyl-N-isopropylbenzamide), N1=CC(=CC=C1)C=1NC=2C(=NC=CC2)N1 (2-(3-Pyridyl)-1H imidazo(4,5-b)pyridine), CCCCCC (hexane), [H-].[Na+] (NaH). Run in CC(=O)N(C)C (dimethylacetamide). Conditions: temperature 25 celsius, time 1 hour. Yields the product C1(CCCCC1)N(C(C1=CC(=C(C=C1)CN1C=2C(=CC=C1)N=C(N2)C=2C=NC=CC2)OC)=O)C(C)C (N-cyclohexyl-3-methoxy-N-(1-methylethyl)-4-[[2-(3-pyridinyl)-4H-imidazo[4,5-b]pyridin-4-yl]methyl]benzamide). The yield is 53.3%. RXN SMILES: [N:1]1[CH:6]=[CH:5][CH:4]=[C:3]([C:7]2[NH:8][C:9]3[C:10]([N:15]=2)=[N:11][CH:12]=[CH:13][CH:14]=3)[CH:2]=1.CCCCCC.[H-].[Na+].Br[CH2:25][C:26]1[CH:43]=[CH:42][C:29]([C:30]([N:32]([CH:36]2[CH2:41][CH2:40][CH2:39][CH2:38][CH2:37]2)[CH:33]([CH3:35])[CH3:34])=[O:31])=[CH:28][C:27]=1[O:44][CH3:45]>CC(N(C)C)=O>[CH:36]1([N:32]([CH:33]([CH3:35])[CH3:34])[C:30](=[O:31])[C:29]2[CH:42]=[CH:43][C:26]([CH2:25][N:11]3[CH:12]=[CH:13][CH:14]=[C:9]4[N:8]=[C:7]([C:3]5[CH:2]=[N:1][CH:6]=[CH:5][CH:4]=5)[N:15]=[C:10]34)=[C:27]([O:44][CH3:45])[CH:28]=2)[CH2:41][CH2:40][CH2:39][CH2:38][CH2:37]1 |f:2.3|. Procedure: 2-(3-Pyridyl)-1H imidazo(4,5-b)pyridine (1.3 g, 6.6 mmol) was added to a hexane-washed suspension of NaH (175 mg, 7.26 mmol) in dimethylacetamide (15 ml) under Ar and stirred under an argon atomsphere for one hour at 25° C. 4-Bromomethyl-3-methoxy-N-cyclohexyl-N-isopropylbenzamide (2.5 g, 6.6 mmol) was added portionwise over 30 minutes and the mixture stirred overnight at 25° C. The solvent was removed via oil pump at <50° C. and the residue was chromatographed using 7/3/0.5 CH2Cl2 /MeOH/NH4OH a... Starting materials: C(=O)C1=CC=C(C=CC(=O)O)C=C1 (4-formylcinnamic acid), S(=O)(=O)(OC)OC (dimethyl sulfate), C([O-])([O-])=O.[K+].[K+] (potassium carbonate). Run in CN(C=O)C (dimethylformamide). Reaction conditions: time 17 hour. Product: C(=O)C1=CC=C(C=CC(=O)OC)C=C1 (methyl 4-formylcinnamate). The yield is 91.0%. Reaction SMILES: [CH:1]([C:3]1[CH:13]=[CH:12][C:6]([CH:7]=[CH:8][C:9]([OH:11])=[O:10])=[CH:5][CH:4]=1)=[O:2].S(OC)(O[CH3:18])(=O)=O.C(=O)([O-])[O-].[K+].[K+]>CN(C)C=O>[CH:1]([C:3]1[CH:13]=[CH:12][C:6]([CH:7]=[CH:8][C:9]([O:11][CH3:18])=[O:10])=[CH:5][CH:4]=1)=[O:2] |f:2.3.4|. Procedure: A suspension of 4-formylcinnamic acid (10.0 g), dimethyl sulfate (5.9 ml) and potassium carbonate (11.8 g) in 100 ml dimethylformamide was stirred at room temperature for 17 hours. After removal of inorganic salts by filtration, saturated aqueous sodium bicarbonate was added to the reaction mixture, which was then extracted twice with ethyl acetate. The organic layer was washed with saturated aqueous sodium bicarbonate and brine, and dried over sodium sulfate. The drying agent was filtered off a...